From a dataset of the Open Reaction Database (ORD), a public repository of structured organic reaction records. describe an organic reaction: reactants, conditions, products, and yield Reactants: [N+](=O)([O-])C1=C(N)C=CC=C1 (2-nitroaniline), FC1=CC=C(CCl)C=C1 (4-fluorobenzyl chloride). Run in C(C)C(=O)C (methyl ethyl ketone). The product is FC1=CC=C(CNC2=C(C=CC=C2)[N+](=O)[O-])C=C1 (N-(4-fluorobenzyl) 2-nitroaniline). RXN SMILES: [N+:1]([C:4]1[CH:10]=[CH:9][CH:8]=[CH:7][C:5]=1[NH2:6])([O-:3])=[O:2].[F:11][C:12]1[CH:19]=[CH:18][C:15]([CH2:16]Cl)=[CH:14][CH:13]=1>C(C(C)=O)C>[F:11][C:12]1[CH:19]=[CH:18][C:15]([CH2:16][NH:6][C:5]2[CH:7]=[CH:8][CH:9]=[CH:10][C:4]=2[N+:1]([O-:3])=[O:2])=[CH:14][CH:13]=1. Procedure details: 56 g N-(4-fluorobenzyl) 2-nitroaniline are reduced in the presence of 34 g of 5% palladized charcoal into methanol (560 ml) using a stream of hydrogen at room temperature and normal pression. After achievement of the reaction, the mixture is washed with nitrogen, filtered on clay (Trade Mark Celite) and concentrated to dryness. The residue is recrystallized from isopropyl ether. The desired N-substituted phenylene diamine, is thus obtained recovered weight: 38.5 g. The starting material N-(4-flu... Reactants: [H][H] (Hydrogen), C(C)(=O)OC=1C(=C2C(CC(OC2=C(C1C)C)(COC1=CC=C(C=C1)[N+](=O)[O-])C)=O)C (6-acetoxy-2,5,7,8-tetramethyl-2-(4-nitrophenoxymethyl)chroman-4-one). The reagents and catalysts are [Pd] (palladium-on-carbon). Solvent: CO (methanol). Product: C(C)(=O)OC=1C(=C2C(CC(OC2=C(C1C)C)(C)COC1=CC=C(C=C1)N)=O)C (6-acetoxy-2-(4-aminophenoxymethyl)-2,5,7,8-tetramethylchroman-4-one). As a reaction SMILES: [H][H].[C:3]([O:6][C:7]1[C:8]([CH3:32])=[C:9]2[C:14](=[C:15]([CH3:18])[C:16]=1[CH3:17])[O:13][C:12]([CH3:30])([CH2:19][O:20][C:21]1[CH:26]=[CH:25][C:24]([N+:27]([O-])=O)=[CH:23][CH:22]=1)[CH2:11][C:10]2=[O:31])(=[O:5])[CH3:4]>[Pd].CO>[C:3]([O:6][C:7]1[C:8]([CH3:32])=[C:9]2[C:14](=[C:15]([CH3:18])[C:16]=1[CH3:17])[O:13][C:12]([CH2:19][O:20][C:21]1[CH:22]=[CH:23][C:24]([NH2:27])=[CH:25][CH:26]=1)([CH3:30])[CH2:11][C:10]2=[O:31])(=[O:5])[CH3:4]. Reported procedure: Hydrogen gas was passed for 2 hours through a mixture of 3.6 g of 6-acetoxy-2,5,7,8-tetramethyl-2-(4-nitrophenoxymethyl)chroman-4-one, 1 g of 10% w/w palladium-on-carbon and 100 ml of methanol at room temperature under atmospheric pressure. The catalyst was then removed by filtration and the filtrate was condensed by evaporation under reduced pressure. The residue was subjected to silica gel column chromatography, eluted with a 2:1 by volume mixture of hexane and ethyl acetate, and the resulting... The reactants are C#CC1(OC(C)=O)CN2CCC1CC2, CO, [H-], [Na+], O. Yields the product C#CC1(O)CN2CCC1CC2. As a reaction SMILES: [C:1](=[O:2])([CH3:3])[O:4][C:5]1([C:13]#[CH:14])[CH2:6][N:7]2[CH2:8][CH2:9][CH:10]1[CH2:11][CH2:12]2.[CH3:18][OH:19].[H-:16].[Na+:15].[OH2:17]>>[OH:4][C:5]1([C:13]#[CH:14])[CH2:6][N:7]2[CH2:8][CH2:9][CH:10]1[CH2:11][CH2:12]2. As a reaction SMILES: [BH3:18].[C:1]([CH3:2])([CH3:3])([CH3:4])[c:5]1[cH:6][c:7]([C:8](=[O:9])[OH:10])[cH:11][c:12]([C:14]([CH3:15])([CH3:16])[CH3:17])[cH:13]1.[CH2:19]1[O:20][CH2:21][CH2:22][CH2:23]1.[CH2:24]1[O:25][CH2:26][CH2:27][CH2:28]1>>[C:1]([CH3:2])([CH3:3])([CH3:4])[c:5]1[cH:6][c:7]([CH2:8][OH:9])[cH:11][c:12]([C:14]([CH3:15])([CH3:16])[CH3:17])[cH:13]1. Reactants: B, CC(C)(C)c1cc(C(=O)O)cc(C(C)(C)C)c1, C1CCOC1, C1CCOC1. Product: CC(C)(C)c1cc(CO)cc(C(C)(C)C)c1. The reactants are CCO, COc1ccncc1[N+](=O)[O-], [H][H]. Product: COc1ccncc1N. As a reaction SMILES: [CH3:14][CH2:15][OH:16].[CH3:1][O:2][c:3]1[c:4]([N+:9]([O-:10])=[O:11])[cH:5][n:6][cH:7][cH:8]1.[H:12][H:13]>>[CH3:1][O:2][c:3]1[c:4]([NH2:9])[cH:5][n:6][cH:7][cH:8]1. Reported procedure: To a mixture of 2-(2-(2-methoxyethoxy)ethoxy)acetic acid (0.6 g, 3.34 mmol), TBTU (1.2 g, 4.0 mmol) and DIPEA (1.3 ml, 4.0 mmol) in DMF (20 ml) was added 3-amino-1-(3-(cyclohexylmethoxy)phenyl)propan-1-ol (1.0 g, 3.34 mmol). The resulting mixture was stirred for 18 hr at room temperature. The reaction mixture was then diluted with ethyl acetate (100 ml), washed with water (2×100 ml), brine (100 ml), dried (Na2SO4) and concentrated under reduced pressure. Purification by flash chromatography (10 ... Starting materials: NCCC(O)C1=CC(=CC=C1)OCC1CCCCC1 (3-amino-1-(3-(cyclohexylmethoxy)phenyl)propan-1-ol), COCCOCCOCC(=O)O (2-(2-(2-methoxyethoxy)ethoxy)acetic acid), CN(C)C(=[N+](C)C)ON1C2=C(C=CC=C2)N=N1.[B-](F)(F)(F)F (TBTU), CCN(C(C)C)C(C)C (DIPEA). Run in CN(C)C=O (DMF), C(C)(=O)OCC (ethyl acetate). Product: C1(=CC=CC=C1)OC1=CC=CC=C1 (phenyl ether). Run at time 18 hour. RXN SMILES: COCCOCCOCC(O)=O.CN(C(ON1N=NC2C=CC=CC1=2)=[N+](C)C)C.[B-](F)(F)(F)F.CCN(C(C)C)C(C)C.NCCC([C:49]1[CH:54]=[CH:53][CH:52]=[C:51]([O:55][CH2:56][CH:57]2[CH2:62][CH2:61][CH2:60][CH2:59]C2)[CH:50]=1)O>CN(C=O)C.C(OCC)(=O)C>[C:56]1([O:55][C:51]2[CH:50]=[CH:49][CH:54]=[CH:53][CH:52]=2)[CH:57]=[CH:62][CH:61]=[CH:60][CH:59]=1 |f:1.2|.